This data is from the Open Reaction Database (ORD), a public repository of structured organic reaction records. The task is: describe an organic reaction: reactants, conditions, products, and yield Reactants: C(C)(=O)SCC(C(=O)O)CC(=O)O (acetylthiomethylbutanedioic acid), [OH-].[Na+] (NaOH). Solvent: O (water). Reaction conditions: time 15 hour. Product: SCC(C(=O)O)CC(=O)O (mercaptomethylbutanedioic acid). Yield: 82.3%. RXN SMILES: C([S:4][CH2:5][CH:6]([CH2:10][C:11]([OH:13])=[O:12])[C:7]([OH:9])=[O:8])(=O)C.[OH-].[Na+]>O>[SH:4][CH2:5][CH:6]([CH2:10][C:11]([OH:13])=[O:12])[C:7]([OH:9])=[O:8] |f:1.2|. Reported procedure: 582 g (2.85 mol) of acetylthiomethylbutanedioic acid (VII) are added, under nitrogen and while cooling with ice, to a solution of 570 g (14.25 mol) of NaOH in 3 litres of water (exothermic reaction). After 15 hours' stirring at room temperature, the reaction mixture is acidified to pH 1 with concentrated hydrochloric acid and extraction is carried out with ether. The combined organic phases are dried over sodium sulfate and concentrated to dryness, and the crystalline residue is washed with 200 ... The reactants are [I-].C(C)(C)[P+](C1=CC=CC=C1)(C1=CC=CC=C1)C1=CC=CC=C1 (isopropyltriphenylphosphonium iodide), CC(C)([O-])C.[K+] (potassium t-butoxide), BrC1=CC=C(C=O)C=C1 (4-bromobenzaldehyde). Reagents/catalysts: C1COCCOCCOCCOCCOCCO1 (18-crown-6). Run in C1CCOC1 (THF), C1CCOC1 (THF), hexanes. Reaction conditions: time 10 minute. The product is BrC1=CC=C(C=C1)C=C(C)C (1-Bromo-4-(2-methyl-1-propenyl)benzene). Yield: 76.6%. As a reaction SMILES: [I-].[CH:2]([P+](C1C=CC=CC=1)(C1C=CC=CC=1)C1C=CC=CC=1)([CH3:4])[CH3:3].CC(C)([O-])C.[K+].[Br:30][C:31]1[CH:38]=[CH:37][C:34]([CH:35]=O)=[CH:33][CH:32]=1>C1COCC1.C1OCCOCCOCCOCCOCCOC1>[Br:30][C:31]1[CH:38]=[CH:37][C:34]([CH:35]=[C:2]([CH3:4])[CH3:3])=[CH:33][CH:32]=1 |f:0.1,2.3|. Procedure: To a stirred slurry of 17.29 g (40.0 mmol) of isopropyltriphenylphosphonium iodide and 500 mg (2 mmol) of 18-crown-6 in 100 mL of THF under nitrogen at 5° C. was added 4.50 g (40.0 mmol) of potassium t-butoxide over 5 min. the resulting deep red-orange slurry was stirred 10 min and then a solution of 6.50 g (35.0 mmol) 4-bromobenzaldehyde in 40 mL of THF was added at a rate to keep the temperature below +10° C. The resulting bright yellow slurry was stirred for 20 min and then poured into 300 mL... The reactants are O=S(=O)([O-])CC(O)CCl, [Na+], [Na+], CN(C)C=O, O, O, [SH-]. Yields the product O=S(=O)([O-])CC(O)CS, [Na+]. Reaction SMILES: [Cl:2][CH2:3][CH:4]([CH2:5][S:6](=[O:7])(=[O:8])[O-:9])[OH:10].[Na+:11].[Na+:14].[O:15]=[CH:16][N:17]([CH3:18])[CH3:19].[OH2:12].[OH2:1].[SH-:13]>>[CH2:3]([CH:4]([CH2:5][S:6](=[O:7])(=[O:8])[O-:9])[OH:10])[SH:13].[Na+:11]. Starting materials: ClC1=NC(=CC(=C1C)Cl)C (2,4-dichloro-3,6-dimethyl-pyridine), ClC1=CC(=CC=C1)C(=O)OO (m-chloro-perbenzoic acid). The solvent is C(Cl)(Cl)Cl (chloroform). Reaction conditions: time 20 hour. Yields the product ClC1=[N+](C(=CC(=C1C)Cl)C)[O-] (2,4-Dichloro-3,6-dimethyl-pyridine 1-oxide). Yield: 76.8%. Reaction SMILES: [Cl:1][C:2]1[C:7]([CH3:8])=[C:6]([Cl:9])[CH:5]=[C:4]([CH3:10])[N:3]=1.ClC1C=CC=C(C(OO)=[O:19])C=1>C(Cl)(Cl)Cl>[Cl:1][C:2]1[C:7]([CH3:8])=[C:6]([Cl:9])[CH:5]=[C:4]([CH3:10])[N+:3]=1[O-:19]. Procedure details: A mixture of 2,4-dichloro-3,6-dimethyl-pyridine (790 mg, 4.49 mmol) and 50% m-chloro-perbenzoic acid (1.544 g, 4.49 mmol) in 10 ml of chloroform was stirred at room temperature for 20 hours. The mixture was quenched with water, washed with saturated sodium thiosulfate and saturated sodium carbonate, brine and extracted with chloroform. The organic layer was dried and concentrated to give 954 mg of crude material. The material was purified through silica gel to give 662 mg of the title compound a... Starting materials: N#N.C(C1=CC=CC=C1)OC(=O)N[C@@H](CC1=CN=CN1C(=O)OCC1=CC=CC=C1)C(=O)N[C@H]([C@@H](C[C@@]1(N(CCC1)C(C)(C)C)C(=O)N)O)CC1=CC=CC=C1 (N2 [3(S)-[[N,3-bis(benzyloxycarbonyl)-L-histidyl]amino]-2(R)-hydroxy-4-phenylbutyl]-N1 -tert.butyl-L-prolinamide), [OH-].[Na+] (sodium hydroxide). The solvent is Cl (hydrochloric acid). Yields the product N#N.C(C1=CC=CC=C1)OC(=O)N[C@@H](CC1=CNC=N1)C(=O)N[C@H]([C@@H](C[C@@]1(N(CCC1)C(C)(C)C)C(=O)N)O)CC1=CC=CC=C1 (N2 [3(S)-[[N-(benzyloxycarbonyl)-L-histidyl]amino]-2(R)-hydroxy-4-phenylbutyl]-N1 -tert.butyl-L-prolinamide). Yield: 56.6%. Reaction SMILES: [N:1]#[N:2].[CH2:3]([O:10][C:11]([NH:13][C@H:14]([C:31]([NH:33][C@@H:34]([CH2:50][C:51]1[CH:56]=[CH:55][CH:54]=[CH:53][CH:52]=1)[C@H:35]([OH:49])[CH2:36][C@@:37]1([C:46]([NH2:48])=[O:47])[CH2:41][CH2:40][CH2:39][N:38]1[C:42]([CH3:45])([CH3:44])[CH3:43])=[O:32])[CH2:15][C:16]1[N:20](C(OCC2C=CC=CC=2)=O)[CH:19]=[N:18][CH:17]=1)=[O:12])[C:4]1[CH:9]=[CH:8][CH:7]=[CH:6][CH:5]=1.[OH-].[Na+]>Cl>[N:1]#[N:2].[CH2:3]([O:10][C:11]([NH:13][C@H:14]([C:31]([NH:33][C@@H:34]([CH2:50][C:51]1[CH:52]=[CH:53][CH:54]=[CH:55][CH:56]=1)[C@H:35]([OH:49])[CH2:36][C@@:37]1([C:46]([NH2:48])=[O:47])[CH2:41][CH2:40][CH2:39][N:38]1[C:42]([CH3:45])([CH3:44])[CH3:43])=[O:32])[CH2:15][C:16]1[N:20]=[CH:19][NH:18][CH:17]=1)=[O:12])[C:4]1[CH:9]=[CH:8][CH:7]=[CH:6][CH:5]=1 |f:0.1,2.3,5.6|. Procedure details: A solution of 30 mg of N2 -[3(S)-[[N,3-bis(benzyloxycarbonyl)-L-histidyl]amino]-2(R)-hydroxy-4-phenylbutyl]-N1 -tert.butyl-L-prolinamide in 6 ml of 2M hydrochloric acid was stirred at room temperature overnight. The mixture was neutralized by the addition of 2M sodium hydroxide solution and extracted with two 10 ml portions of dichloromethane. The combined extracts were dried over anhydrous sodium sulphate and evaporated. The crude product was triturated with diethyl ether to give 14 mg of N2 -[... As a reaction SMILES: CC(C)C[N:4]1[C:8]2=[C:9]3[N:19]=[CH:18][N:17]=[C:10]3[C:11]3[CH:12]=[CH:13][CH:14]=[N:15][C:16]=3[N:7]2N=N1.[H][H]>[Pt]=O.FC(F)(F)C(O)=O.Cl>[CH3:10][CH:11]([CH3:12])[CH2:16][N:17]1[C:10]2[C:11]3[CH2:12][CH2:13][CH2:14][NH:15][C:16]=3[N:7]=[C:8]([NH2:4])[C:9]=2[N:19]=[CH:18]1. Reagents/catalysts: [Pt]=O (Platinum oxide). The solvent is FC(C(=O)O)(F)F (trifluoroacetic acid), Cl (hydrochloric acid). Product: CC(CN1C=NC=2C(=NC=3NCCCC3C21)N)C (6,7,8,9-tetrahydro-1-(2-methylpropyl)-1H-imidazo[4,5-c][1,8]naphthyridin-4-amine). Reported procedure: Platinum oxide catalyst was added to a solution of 1-(2-methylpropyl)-1H-tetrazolo[1,5-a]imidazo[4,5-c][1,8]naphthyridine in trifluoroacetic acid (30 mL). The reaction mixture was reduced on a Parr apparatus at 50 psi (3.5 Kg/cm2) hydrogen pressure for 5 hours. The reaction mixture was filtered to remove the catalyst. The filtrate was concentrated under vacuum. The residue was combined with water and sodium bicarbonate. The resulting precipitate was isolated by filtration. The solid was dissolve... The reactants are CC(CN1N=NN2C1=C1C(C=3C=CC=NC23)=NC=N1)C (1-(2-methylpropyl)-1H-tetrazolo[1,5-a]imidazo[4,5-c][1,8]naphthyridine), [H][H] (hydrogen).